Dataset: the Open Reaction Database (ORD), a public repository of structured organic reaction records. Task: describe an organic reaction: reactants, conditions, products, and yield The reactants are NC=1C(=CC2=C(N(C(S2)=O)CC2=NOC(=N2)C)C1)F (5-amino-6-fluoro-3-(5-methyl-1,2,4-oxadiazol-3-ylmethyl)-2(3H)-benzothiazolone), C1(C2=C(C(=O)O1)CCCC2)=O (3,4,5,6-tetrahydrophthalic anhydride). Solvent: C(C)(=O)O (acetic acid). Run at time 30 minute. The product is FC1=CC2=C(N(C(S2)=O)CC2=NOC(=N2)C)C=C1N1C(C=2CCCCC2C1=O)=O (6-fluoro-3-(5-methyl-1,2,4-oxadiazol-3-ylmethyl)-5-(4,5,6,7-tetrahydro-2H-isoindole-1,3-dion-2-yl)-2(3H)-benzothiazolone). The yield is 70.0%. Reaction SMILES: [NH2:1][C:2]1[C:3]([F:19])=[CH:4][C:5]2[S:9][C:8](=[O:10])[N:7]([CH2:11][C:12]3[N:16]=[C:15]([CH3:17])[O:14][N:13]=3)[C:6]=2[CH:18]=1.[C:20]1(=O)[O:25][C:23](=[O:24])[C:22]2[CH2:26][CH2:27][CH2:28][CH2:29][C:21]1=2>C(O)(=O)C>[F:19][C:3]1[C:2]([N:1]2[C:23](=[O:24])[C:22]3[CH2:26][CH2:27][CH2:28][CH2:29][C:21]=3[C:20]2=[O:25])=[CH:18][C:6]2[N:7]([CH2:11][C:12]3[N:16]=[C:15]([CH3:17])[O:14][N:13]=3)[C:8](=[O:10])[S:9][C:5]=2[CH:4]=1. Reported procedure: A mixture of 5-amino-6-fluoro-3-(5-methyl-1,2,4-oxadiazol-3-ylmethyl)-2(3H)-benzothiazolone (2.8 g) and acetic acid (20 ml) was admixed with 3,4,5,6-tetrahydrophthalic anhydride (1.6 g), stirred at a temperature of 20° to 30° C. for 30 minutes, and then heated under refluxing for 2 hours. The reaction mixture was distilled under a reduced pressure to remove the acetic acid therefrom, and the residue was worked up by chromatography, wherein a silica gel column was used together with an eluant. co... Reactants: ClC1=NC(=C2N=CN(C2=N1)[C@@H]1O[C@@H]([C@H]([C@H]1O)O)C1=NC(=NO1)C)NC(CC)CC ((2R,3R,4S,5S)-2-[2-Chloro-6-(1-ethyl-propylamino)-purin-9-yl]-5-(3-methyl-[1,2,4]oxadiazol-5-yl)-tetrahydro-furan-3,4-diol), CN1C=NC(=C1)CCN (2-(1-methyl-1H-imidazol-4-yl)ethylamine), CS(=O)C (DMSO), CN1C=NC(=C1)CCN (2-(1-methyl-1H-imidazol-4-yl)ethylamine). Run at temperature 92.5 celsius. Product: C(=O)O.C(C)C(CC)NC1=C2N=CN(C2=NC(=N1)NCCC=1N=CN(C1)C)[C@@H]1O[C@@H]([C@H]([C@H]1O)O)C1=NC(=NO1)C ((2R,3R,4S,5S)-2-{6-(1-Ethyl-propylamino)-2-[2-(1-methyl-1H-imidazol-4-yl)-ethylamino]-purin-9-yl}-5-(3-methyl-[1,2,4]oxadiazol-5-yl)-tetrahydro-furan-3,4-diol formate). RXN SMILES: Cl[C:2]1[N:10]=[C:9]2[C:5]([N:6]=[CH:7][N:8]2[C@H:11]2[C@H:15]([OH:16])[C@H:14]([OH:17])[C@@H:13]([C:18]3[O:22][N:21]=[C:20]([CH3:23])[N:19]=3)[O:12]2)=[C:4]([NH:24][CH:25]([CH2:28][CH3:29])[CH2:26][CH3:27])[N:3]=1.[CH3:30][N:31]1[CH:35]=[C:34]([CH2:36][CH2:37][NH2:38])[N:33]=[CH:32]1.CS(C)=[O:41]>>[CH:18]([OH:22])=[O:41].[CH2:26]([CH:25]([NH:24][C:4]1[N:3]=[C:2]([NH:38][CH2:37][CH2:36][C:34]2[N:33]=[CH:32][N:31]([CH3:30])[CH:35]=2)[N:10]=[C:9]2[C:5]=1[N:6]=[CH:7][N:8]2[C@H:11]1[C@H:15]([OH:16])[C@H:14]([OH:17])[C@@H:13]([C:18]2[O:22][N:21]=[C:20]([CH3:23])[N:19]=2)[O:12]1)[CH2:28][CH3:29])[CH3:27] |f:3.4|. Reported procedure: Intermediate 11 (0.069 g, 0.163 mmol) and 2-(1-methyl-1H-imidazol-4-yl)ethylamine (0.102 g, 0.815 mmol) were dissolved in DMSO (0.03 ml) and heated at 85-100° C. under nitrogen for 7 days, a further portion of 2-(1-methyl-1H-imidazol-4-yl)ethylamine (0.102 g, 0.815 mmol) was added after the first 5 days. The product was purified by Autoprep. HPLC to give the title compound after freeze drying as a beige solid (0.013 g). LC/MS system A Rt=3.32 min, m/z=512MH+. Starting materials: C#Cc1cccc(OC)c1, C1CCOC1, CC(C)NC(C)C, [Cu]I, COc1cccc(I)c1, O, Cl[Pd]Cl, c1ccc(P(c2ccccc2)c2ccccc2)cc1, c1ccc(P(c2ccccc2)c2ccccc2)cc1. The product is COc1cccc(C#Cc2cccc(OC)c2)c1. Reaction SMILES: [C:1](#[CH:2])[c:3]1[cH:4][c:5]([O:9][CH3:10])[cH:6][cH:7][cH:8]1.[CH2:28]1[O:29][CH2:30][CH2:31][CH2:32]1.[CH:20]([NH:21][CH:22]([CH3:23])[CH3:24])([CH3:25])[CH3:26].[Cu:74][I:75].[I:11][c:12]1[cH:13][c:14]([O:18][CH3:19])[cH:15][cH:16][cH:17]1.[OH2:27].[Pd:33]([Cl:34])[Cl:35].[c:36]1([P:37]([c:38]2[cH:39][cH:40][cH:41][cH:42][cH:43]2)[c:44]2[cH:45][cH:46][cH:47][cH:48][cH:49]2)[cH:50][cH:51][cH:52][cH:53][cH:54]1.[c:55]1([P:56]([c:57]2[cH:58][cH:59][cH:60][cH:61][cH:62]2)[c:63]2[cH:64][cH:65][cH:66][cH:67][cH:68]2)[cH:69][cH:70][cH:71][cH:72][cH:73]1>>[C:1](#[C:2][c:12]1[cH:13][c:14]([O:18][CH3:19])[cH:15][cH:16][cH:17]1)[c:3]1[cH:4][c:5]([O:9][CH3:10])[cH:6][cH:7][cH:8]1.